From a dataset of the Open Reaction Database (ORD), a public repository of structured organic reaction records. describe an organic reaction: reactants, conditions, products, and yield Reactants: C(#N)C=1C=C2C=CC(=C(C2=CC1)C(=O)O)O (6-cyano-1-carboxy-2-naphthol), C(C)#N (acetonitrile), CN(C(=O)CBr)C (dimethylcarbamoylmethyl bromide). Solvent: C(C)N(CC)CC (triethylamine). Conditions: temperature 70 celsius, time 24 hour. Yields the product C(#N)C=1C=C2C=CC(=C(C2=CC1)C(=O)OCC(N(C)C)=O)O (6-cyano-1-dimethylcarbamoylmethoxycarbonyl-2-naphthol). The yield is 78.5%. As a reaction SMILES: [C:1]([C:3]1[CH:4]=[C:5]2[C:10](=[CH:11][CH:12]=1)[C:9]([C:13]([OH:15])=[O:14])=[C:8]([OH:16])[CH:7]=[CH:6]2)#[N:2].C(#N)C.[CH3:20][N:21]([CH3:26])[C:22]([CH2:24]Br)=[O:23]>C(N(CC)CC)C>[C:1]([C:3]1[CH:4]=[C:5]2[C:10](=[CH:11][CH:12]=1)[C:9]([C:13]([O:15][CH2:24][C:22](=[O:23])[N:21]([CH3:26])[CH3:20])=[O:14])=[C:8]([OH:16])[CH:7]=[CH:6]2)#[N:2]. Reported procedure: To 28.4 g of 6-cyano-1-carboxy-2-naphthol were added 350 ml of acetonitrile, 18 ml of triethylamine and 33.2 g of dimethylcarbamoylmethyl bromide, followed by stirring for 24 hours at 70° C. and further 24 hours at room temperature. The resulting precipitate was collected by filtration and washed with water to obtain 31.2 g of the desired product.